This data is from the Open Reaction Database (ORD), a public repository of structured organic reaction records. The task is: describe an organic reaction: reactants, conditions, products, and yield Starting materials: NH4OAc, ClC1=CC=C2C=CC(=NC2=C1)COC=1C=C(C=O)C=CC1 (3-((7-chloro-2-quinolinyl)methoxy)benzaldehyde), [BH4-].[Na+] (NaBH4), CCO (EtOH). Solvent: C1CCOC1 (THF). Reaction conditions: time 1 hour. Yields the product ClC1=CC=C2C=CC(=NC2=C1)COC=1C=C(C=CC1)CO (3-((7-chloro-2-quinolinyl)methoxy)benzenemethanol). The yield is 102.0%. Reaction SMILES: [Cl:1][C:2]1[CH:11]=[C:10]2[C:5]([CH:6]=[CH:7][C:8]([CH2:12][O:13][C:14]3[CH:15]=[C:16]([CH:19]=[CH:20][CH:21]=3)[CH:17]=[O:18])=[N:9]2)=[CH:4][CH:3]=1.CCO.[BH4-].[Na+]>C1COCC1>[Cl:1][C:2]1[CH:11]=[C:10]2[C:5]([CH:6]=[CH:7][C:8]([CH2:12][O:13][C:14]3[CH:15]=[C:16]([CH2:17][OH:18])[CH:19]=[CH:20][CH:21]=3)=[N:9]2)=[CH:4][CH:3]=1 |f:2.3|. Procedure details: The aldehyde of Step 1 (46.64 g, 156.6 mmol) was dissolved in 300 mL of THF. At 0° C., 800 mL of EtOH was added, followed by NaBH4 (5.93 g, 157 mmol). The mixture was then stirred at r.t. (room temperature) for 1 h and poured into cold 25% aq (aqueous) NH4OAc. The organic solvents were evaporated and the title alcohol was extracted with toluene:THF 1:1, dried over Na2SO4 and filtered through silica to yield 47.9 g of the title compound. Reactants: O1C(=CC=C1)C=1C2=C(N=C(N1)N)N=NN2 (7-(2-furyl)-1H-[1,2,3]triazolo[4,5-d]pyrimidine-5-amine), BrCC(=O)OCC (ethyl bromoacetate). Reagents/catalysts: CN(C)C1=CC=NC=C1 (4-(N,N-dimethylamino)pyridine). Solvent: CN(C)C=O (DMF). Conditions: time 16 hour. Yields the product NC=1N=C(C2=C(N1)N(N=N2)CC(=O)OCC)C=2OC=CC2 (Ethyl 5-amino-7-(2-furyl)-3H-[1,2,3]triazolo[4,5-d]pyrimidin-3-ylacetate). Isolated yield 34.7%. As a reaction SMILES: [O:1]1[CH:5]=[CH:4][CH:3]=[C:2]1[C:6]1[C:7]2[NH:15][N:14]=[N:13][C:8]=2[N:9]=[C:10]([NH2:12])[N:11]=1.Br[CH2:17][C:18]([O:20][CH2:21][CH3:22])=[O:19]>CN(C=O)C.CN(C1C=CN=CC=1)C>[NH2:12][C:10]1[N:11]=[C:6]([C:2]2[O:1][CH:5]=[CH:4][CH:3]=2)[C:7]2[N:15]=[N:14][N:13]([CH2:17][C:18]([O:20][CH2:21][CH3:22])=[O:19])[C:8]=2[N:9]=1. Procedure: A solution of 7-(2-furyl)-1H-[1,2,3]triazolo[4,5-d]pyrimidine-5-amine (101 mg, 0.5 mmol) in DMF (4 mL) was treated with 4-(N,N-dimethylamino)pyridine (5 mg, 0.04 mmol) and ethyl bromoacetate (55 μL, 0.5 mmol), stirred at room temperature for 16 h and purified directly by chromatography [SiO2; EtOAc:Heptane (1:2)] to give the title compound (50 mg, 35%) as a white solid.